Dataset: the Open Reaction Database (ORD), a public repository of structured organic reaction records. Task: describe an organic reaction: reactants, conditions, products, and yield Starting materials: ClC1=NC(=C2N=CN(C2=N1)[C@H]1C=C[C@H](C1)N1N=CC(=C1)CO)Cl ({1-[(1S,4R)-4-(2,6-dichloro purin-9-yl)-cyclopent-2-enyl]-1H-pyrazol-4-yl}-methanol), C1(=CC=CC=C1)C(CN)C1=CC=CC=C1 (diphenylethylamine), CCN(C(C)C)C(C)C (DIPEA). Run in C1CCOC1 (THF). Product: ClC1=NC(=C2N=CN(C2=N1)[C@H]1C=C[C@H](C1)N1N=CC(=C1)CO)NCC(C1=CC=CC=C1)C1=CC=CC=C1 ((1-{(1S,4R)-4-[2-Chloro-6-(2,2-diphenylethylamino)-purin-9-yl]-cyclopent-2-enyl}-1H-pyrazol-4-yl)-methanol). RXN SMILES: [Cl:1][C:2]1[N:10]=[C:9]2[C:5]([N:6]=[CH:7][N:8]2[C@@H:11]2[CH2:15][C@H:14]([N:16]3[CH:20]=[C:19]([CH2:21][OH:22])[CH:18]=[N:17]3)[CH:13]=[CH:12]2)=[C:4](Cl)[N:3]=1.[C:24]1([CH:30]([C:33]2[CH:38]=[CH:37][CH:36]=[CH:35][CH:34]=2)[CH2:31][NH2:32])[CH:29]=[CH:28][CH:27]=[CH:26][CH:25]=1.CCN(C(C)C)C(C)C>C1COCC1>[Cl:1][C:2]1[N:10]=[C:9]2[C:5]([N:6]=[CH:7][N:8]2[C@@H:11]2[CH2:15][C@H:14]([N:16]3[CH:20]=[C:19]([CH2:21][OH:22])[CH:18]=[N:17]3)[CH:13]=[CH:12]2)=[C:4]([NH:32][CH2:31][CH:30]([C:24]2[CH:29]=[CH:28][CH:27]=[CH:26][CH:25]=2)[C:33]2[CH:38]=[CH:37][CH:36]=[CH:35][CH:34]=2)[N:3]=1. Procedure: A mixture comprising {1-[(1S,4R)-4-(2,6-dichloro purin-9-yl)-cyclopent-2-enyl]-1H-pyrazol-4-yl}-methanol (0.675 g, 1.92 mmol), diphenylethylamine (0.398 g, 2.02 mmol) and DIPEA (0.298 g, 2.31 mmol) in dry THF (20 mL) is stirred at 35 C for 3 days. The solvent is removed in vacuo and the resulting crude residue is partitioned between DCM and 0.1 M HCl. The organic portion is separated, washed with water, brine, dried (MgSO4) and concentrated in vacuo to afford the title product. Starting materials: C(C1=CC=CC=C1)N1CC=2N=CN=C(C2CC1)N1CCOCC1 (7-benzyl-4-morpholin-4-yl-5,6,7,8-tetrahydro-pyrido[3,4-d]pyrimidine), C(=O)[O-].[NH4+] (ammonium formate). The reagents and catalysts are [Pd] (Pd/C). The solvent is CO (methanol). The product is N1(CCOCC1)C=1C2=C(N=CN1)CNCC2 (4-morpholin-4-yl-5,6,7,8-tetrahydro-pyrido[3,4-d]pyrimidine). Yield: 69.3%. As a reaction SMILES: C([N:8]1[CH2:17][CH2:16][C:15]2[C:14]([N:18]3[CH2:23][CH2:22][O:21][CH2:20][CH2:19]3)=[N:13][CH:12]=[N:11][C:10]=2[CH2:9]1)C1C=CC=CC=1.C([O-])=O.[NH4+]>CO.[Pd]>[N:18]1([C:14]2[C:15]3[CH2:16][CH2:17][NH:8][CH2:9][C:10]=3[N:11]=[CH:12][N:13]=2)[CH2:19][CH2:20][O:21][CH2:22][CH2:23]1 |f:1.2|. Procedure: 7-Benzyl-4-morpholin-4-yl-5,6,7,8-tetrahydro-pyrido[3,4-d]pyrimidine 5a (0.55 g, 1.77 mmol) was dissolved in methanol (35 mL) under nitrogen. 10% Pd/C (0.55 g) was added under nitrogen followed by ammonium formate (1.12 g, 17.72 mmol) and the mixture was heated to reflux for 12 h. The catalyst was removed by filtration, washed with MeOH and the filtrate was concentrated. Flash column chromatography eluting with 5% MeOH/CH2Cl2 containing 0.5% of NH4OH gave 0.27 g of 4-morpholin-4-yl-5,6,7,8-tetra... Reactants: CN(C)CCC(O)C1=CC=CC=C1 (N,N-dimethyl 3-phenyl-3-hydroxypropylamine), Cl (hydrogen chloride), S(=O)(Cl)Cl (thionyl chloride). Run in C(Cl)(Cl)Cl (chloroform), C(Cl)(Cl)Cl (chloroform). Yields the product Cl.CN(C)CCC(Cl)C1=CC=CC=C1 (N,N-dimethyl 3-phenyl-3-chloropropylamine hydrochloride). Reaction SMILES: [CH3:1][N:2]([CH2:4][CH2:5][CH:6]([C:8]1[CH:13]=[CH:12][CH:11]=[CH:10][CH:9]=1)O)[CH3:3].[ClH:14].S(Cl)([Cl:17])=O>C(Cl)(Cl)Cl>[ClH:17].[CH3:1][N:2]([CH2:4][CH2:5][CH:6]([C:8]1[CH:13]=[CH:12][CH:11]=[CH:10][CH:9]=1)[Cl:14])[CH3:3] |f:4.5|. Reported procedure: A solution containing 442 g. of N,N-dimethyl 3-phenyl-3-hydroxypropylamine in 5 l. of chloroform was saturated with dry gaseous hydrogen chloride. 400 ml. of thionyl chloride were then added to the chloroform solution at a rate sufficient to maintain reflux. The solution was refluxed an additional 5 hours. Evaporation of the chloroform and other volatile constituents in vacuo yielded N,N-dimethyl 3-phenyl-3-chloropropylamine hydrochloride which was collected by filtration, and the filter cake wa... The reactants are C=C(C)C (isobutene), C(C)OC(C1=CC=C(C=C1)N)=O (4-aminobenzoic acid ethyl ester), CS(=O)(=O)C=1C=C(C=O)C=CC1 (3-methanesulfonyl benzaldehyde), O.[O-]S(=O)(=O)C(F)(F)F.[Yb+3].[O-]S(=O)(=O)C(F)(F)F.[O-]S(=O)(=O)C(F)(F)F (ytterbium(III) triflate hydrate). Run in C(C)#N (acetonitrile). Run at temperature 0 celsius, time 12 hour. The product is C(C)OC(=O)C=1C=C2C(CC(NC2=CC1)C1=CC(=CC=C1)S(=O)(=O)C)(C)C (2-(3-methanesulfonyl-phenyl)-4,4-dimethyl-1,2,3,4-tetrahydro-quinoline-6-carboxylic acid ethyl ester). Isolated yield 42.6%. As a reaction SMILES: [CH2:1]([O:3][C:4](=[O:12])[C:5]1[CH:10]=[CH:9][C:8]([NH2:11])=[CH:7][CH:6]=1)[CH3:2].[CH3:13][S:14]([C:17]1[CH:18]=[C:19]([CH:22]=[CH:23][CH:24]=1)[CH:20]=O)(=[O:16])=[O:15].O.[O-]S(C(F)(F)F)(=O)=O.[Yb+3].[O-]S(C(F)(F)F)(=O)=O.[O-]S(C(F)(F)F)(=O)=O.[CH2:51]=[C:52]([CH3:54])[CH3:53]>C(#N)C>[CH2:1]([O:3][C:4]([C:5]1[CH:10]=[C:9]2[C:8](=[CH:7][CH:6]=1)[NH:11][CH:20]([C:19]1[CH:22]=[CH:23][CH:24]=[C:17]([S:14]([CH3:13])(=[O:16])=[O:15])[CH:18]=1)[CH2:51][C:52]2([CH3:54])[CH3:53])=[O:12])[CH3:2] |f:2.3.4.5.6|. Procedure details: A mixture of 4-aminobenzoic acid ethyl ester (3.3 g, 20 mmol), 3-methanesulfonyl benzaldehyde (3.68 g, 20 mmol) and ytterbium(III) triflate hydrate (1.86 g, 3 mmol) in acetonitrile (150 mL) was cooled to 0° C. in a sealed reaction bottle. Then a cooled solution of isobutene (5.6 g, 100 mmol) was added into. The reaction mixture was heated to 90° C. and stirred for 12 h. The solvent was removed in vacuo and the residue was purified on flash silica gel chromatography (silica gel from QingDao, 200-... Reactants: CC1(C)OC(CO)C(CO)O1, CCO, ClCc1ccccc1, [K+], [K+], [Na+], O=C([O-])[O-], [OH-]. The product is CC1(C)OC(CO)C(COCc2ccccc2)O1. Reaction SMILES: [CH3:1][C:2]1([CH3:11])[O:3][CH:4]([CH2:9][OH:10])[CH:5]([CH2:7][OH:8])[O:6]1.[CH3:28][CH2:29][OH:30].[Cl:12][CH2:13][c:14]1[cH:15][cH:16][cH:17][cH:18][cH:19]1.[K+:20].[K+:21].[Na+:27].[O-:22][C:23]([O-:24])=[O:25].[OH-:26]>>[CH3:1][C:2]1([CH3:11])[O:3][CH:4]([CH2:9][OH:10])[CH:5]([CH2:7][O:8][CH2:13][c:14]2[cH:15][cH:16][cH:17][cH:18][cH:19]2)[O:6]1. Reaction SMILES: [Cl:11][C:12]([Cl:13])=[S:14].[ClH:15].[NH2:1][c:2]1[cH:3][cH:4][cH:5][c:6]2[c:7]1[o:8][cH:9][cH:10]2>>[N:1]([c:2]1[cH:3][cH:4][cH:5][c:6]2[c:7]1[o:8][cH:9][cH:10]2)=[C:12]=[S:14]. The reactants are S=C(Cl)Cl, Cl, Nc1cccc2ccoc12. Product: S=C=Nc1cccc2ccoc12. Starting materials: CC(=O)c1ccc2c(c1)C(S(=O)(=O)c1ccccc1)CC(=O)CO2, ClCCl, Cl, C1CCC2=NCCCN2CC1, O. The product is CC(=O)c1ccc2c(c1)C=CC(=O)CO2. As a reaction SMILES: [C:12]([CH3:13])(=[O:14])[c:15]1[cH:16][cH:17][c:18]2[c:19]([cH:35]1)[CH:20]([S:26]([c:27]1[cH:28][cH:29][cH:30][cH:31][cH:32]1)(=[O:33])=[O:34])[CH2:21][C:22](=[O:25])[CH2:23][O:24]2.[Cl:38][CH2:39][Cl:40].[ClH:37].[N:1]12[CH2:2][CH2:3][CH2:4][N:5]=[C:6]1[CH2:7][CH2:8][CH2:9][CH2:10][CH2:11]2.[OH2:36]>>[C:12]([CH3:13])(=[O:14])[c:15]1[cH:16][cH:17][c:18]2[c:19]([cH:35]1)[CH:20]=[CH:21][C:22](=[O:25])[CH2:23][O:24]2. Reactants: C(C1=CC(O)=C(O)C(O)=C1)(=O)OC (methyl gallate), Cl (hydrochloric acid), C([O-])([O-])=O.[K+].[K+] (potassium carbonate), ICI (diiodomethane). Solvent: O (water), CS(=O)C (DMSO). Reaction conditions: temperature 40 celsius, time 24 hour. Product: OC=1C=C(C(=O)OC)C=C2C1OCO2 (methyl 3-hydroxy-4,5-(methylenedioxy)benzoate). Isolated yield 40.4%. Reaction SMILES: [C:1]([O:12][CH3:13])(=[O:11])[C:2]1[CH:10]=[C:8]([OH:9])[C:6]([OH:7])=[C:4]([OH:5])[CH:3]=1.[C:14](=O)([O-])[O-].[K+].[K+].ICI.Cl>O.CS(C)=O>[OH:9][C:8]1[CH:10]=[C:2]([CH:3]=[C:4]2[O:5][CH2:14][O:7][C:6]=12)[C:1]([O:12][CH3:13])=[O:11] |f:1.2.3|. Reported procedure: A mixture comprising 34.4 g of commercially available methyl gallate, 25.8 g of anhydrous potassium carbonate, 400 ml of DMSO and 50.0 g of diiodomethane was stirred at 40° C. for 24 hours in a nitrogen current After the reaction, the liquid mixture was poured into water and made acidic by 2N hydrochloric acid, the mixture was extracted with ethyl acetate, and the extract was washed with water. The solvent was removed from the extract and the residue was subjected to flash column chromatography ...